This data is from the Open Reaction Database (ORD), a public repository of structured organic reaction records. The task is: describe an organic reaction: reactants, conditions, products, and yield Reactants: CO (methanol), C(C)OCC (Diethyl ether), P(O)(O)=O (phosphonic acid), N[C@@H](CCCCN)C(=O)O (L-lysine). Yields the product NC(C(=O)O)CCCCCP(=O)(O)O (2-amino-7-phosphonoheptanoic acid). Run in O (water), N1=CC=CC=C1 (pyridine). Reaction SMILES: [PH:1](=[O:4])([OH:3])[OH:2].[NH2:5][C@H:6]([C:12]([OH:14])=[O:13])[CH2:7][CH2:8][CH2:9][CH2:10]N.CO.[CH2:17](OCC)C>O.N1C=CC=CC=1>[NH2:5][CH:6]([CH2:7][CH2:8][CH2:9][CH2:10][CH2:17][P:1]([OH:3])([OH:2])=[O:4])[C:12]([OH:14])=[O:13]. Procedure: Equimolar quantities of the phosphonic acid, and L-lysine, were dissolved in water and warmed for 1/2 hr at 60° C. Two volumes of hot methanol were then added and the mixture brought to room temperature. Diethyl ether was added carefully, until a slight cloudiness appeared in the solution, which was left to stand. The phosphonic acid/lysine salt was filtered off and dissolved in water. A "Dowex" 50×8 column was prepared by passed 2M pyridine down it, and washing with water, the lysine salt solut... Conditions: temperature 60 celsius. The reactants are ClC1=CC=C(C=C1)C1=NC=2N(C(=C1)C(F)(F)F)N=CC2I (5-(4-chloro-phenyl)-3-iodo-7-trifluoromethyl-pyrazolo[1,5-a]pyrimidine), C(#C)C=1C=NC=CC1 (3-Ethynylpyridine). Yields the product ClC1=CC=C(C=C1)C1=NC=2N(C(=C1)C(F)(F)F)N=CC2C#CC=2C=NC=CC2 (5-(4-Chloro-phenyl)-3-pyridin-3-ylethynyl-7-trifluoromethyl-pyrazolo[1,5-a]pyrimidine), solid. Isolated yield 58.0%. As a reaction SMILES: [Cl:1][C:2]1[CH:7]=[CH:6][C:5]([C:8]2[CH:13]=[C:12]([C:14]([F:17])([F:16])[F:15])[N:11]3[N:18]=[CH:19][C:20](I)=[C:10]3[N:9]=2)=[CH:4][CH:3]=1.[C:22]([C:24]1[CH:25]=[N:26][CH:27]=[CH:28][CH:29]=1)#[CH:23]>>[Cl:1][C:2]1[CH:7]=[CH:6][C:5]([C:8]2[CH:13]=[C:12]([C:14]([F:17])([F:16])[F:15])[N:11]3[N:18]=[CH:19][C:20]([C:23]#[C:22][C:24]4[CH:25]=[N:26][CH:27]=[CH:28][CH:29]=4)=[C:10]3[N:9]=2)=[CH:4][CH:3]=1. Reported procedure: The title compound was prepared from 5-(4-chloro-phenyl)-3-iodo-7-trifluoromethyl-pyrazolo[1,5-a]pyrimidine (example C.4) (420 mg, 1.0 mmol) and commercially available 3-Ethynylpyridine (102 mg, 0.9 mmol) according to general procedure II. Obtained as an orange solid (230 mg, 58%). MS (ISP) 398.9 [(M+H)+]; mp 214-215° C.